This data is from the Open Reaction Database (ORD), a public repository of structured organic reaction records. The task is: describe an organic reaction: reactants, conditions, products, and yield The reactants are CC1=C2C3CCCCC3C(C2=C(C(=C1)C)O)NC (5,7-dimethyl-8-hydroxy-9-methylamino-1,2,3,4,4a,9a-hexahydrofluorene), O (Water), C(Cl)(Cl)Cl (chloroform), [H-].[Na+] (sodium hydride), CI (methyl iodide). Solvent: CN(C=O)C (dimethylformamide), CN(C=O)C (dimethylformamide). Reaction conditions: time 30 minute. Product: Cl.CC1=C2C3CCCCC3C(C2=C(C(=C1)C)OC)NC (5,7-dimethyl-8-methoxy-9-methylamino-1,2,3,4,4a,9a-hexahydrofluorene hydrochloride). As a reaction SMILES: [H-].[Na+].[CH3:3][C:4]1[CH:16]=[C:15]([CH3:17])[C:14]([OH:18])=[C:13]2[C:5]=1[CH:6]1[CH:11]([CH:12]2[NH:19][CH3:20])[CH2:10][CH2:9][CH2:8][CH2:7]1.CI.O.[CH:24](Cl)(Cl)[Cl:25]>CN(C)C=O>[ClH:25].[CH3:3][C:4]1[CH:16]=[C:15]([CH3:17])[C:14]([O:18][CH3:24])=[C:13]2[C:5]=1[CH:6]1[CH:11]([CH:12]2[NH:19][CH3:20])[CH2:10][CH2:9][CH2:8][CH2:7]1 |f:0.1,7.8|. Reported procedure: 0.16 Gram of 60% sodium hydride was added to a dimethylformamide solution containing 0.42 g of 5,7-dimethyl-8-hydroxy-9-methylamino-1,2,3,4,4a,9a-hexahydrofluorene in 5 ml of dimethylformamide, followed by stirring at room temperature for 30 minutes. Then, to the mixture was added 0.13 ml of methyl iodide, followed by stirring at the same temperature for 30 minutes. Water was added to the reaction mixture and extraction was carried out with chloroform. The chloroform layer was dried with magnesi... The reactants are C(=O)(O)[O-].[Na+] (NaHCO3), alcohol, COC1=CC=C(CN=C(C(Cl)(Cl)Cl)[O-])C=C1 (p-methoxybenzyltrichloroacetimidate), solution, B(F)(F)F.CCOCC (BF3.OEt2). Solvent: C(Cl)Cl (CH2Cl2), C(Cl)Cl (CH2Cl2). Run at time 10 minute. Yields the product COC1=CC=C(COCC2=CC=C(C=C2)OC)C=C1 (p-methoxybenzyl ether). Isolated yield 96.0%. Reaction SMILES: [CH3:1][O:2][C:3]1[CH:16]=[CH:15][C:6]([CH2:7]N=C([O-])C(Cl)(Cl)Cl)=[CH:5][CH:4]=1.B(F)(F)F.C[CH2:22][O:23][CH2:24][CH3:25].[C:26]([O-:29])(O)=O.[Na+]>C(Cl)Cl>[CH3:22][O:23][C:24]1[CH:25]=[CH:5][C:4]([CH2:26][O:29][CH2:7][C:6]2[CH:5]=[CH:4][C:3]([O:2][CH3:1])=[CH:16][CH:15]=2)=[CH:3][CH:16]=1 |f:1.2,3.4|. Reported procedure: To a stirred 0° C. solution of the alcohol (755 mg, 1.22 mmol) and p-methoxybenzyltrichloroacetimidate (3.446 g, 12.2 mmol) in CH2Cl2 (120 mL) at 0° C. was added a 0.1 M solution of BF3.OEt2 in CH2Cl2 (50 μL). The resulting orange solution was stirred for 10 min, at which time TLC showed no remaining starting material. Saturated aqueous NaHCO3 (40 mL) was added, and after vigorous mixing the separated organic phase was dried over Na2SO4, filtered, and concentrated. The residue was chromatographe... Conditions: temperature 0 celsius, time 50 minute. The solvent is CN(C)C=O (DMF). RXN SMILES: [Al+3].[Cl-].[Cl-].[Cl-].[N+:5]([C:8]1[CH:9]=[C:10]([CH:14]=[CH:15][CH:16]=1)[C:11](Cl)=[O:12])([O-:7])=[O:6].[Br:17][C:18]1[CH:23]=[CH:22][CH:21]=[CH:20][CH:19]=1>CN(C=O)C>[Br:17][C:18]1[CH:23]=[CH:22][C:21]([C:11]([C:10]2[CH:14]=[CH:15][CH:16]=[C:8]([N+:5]([O-:7])=[O:6])[CH:9]=2)=[O:12])=[CH:20][CH:19]=1 |f:0.1.2.3|. Procedure: A 5 L, 3-necked round bottomed flask equipped with an overhead stirrer, dropping funnel, N2(g) inlet was charged with AlCl3 (432.5 g, 3.24 mol). The solids were cooled to 0° C. with an ice-H2O bath. DMF (71 ml) was added dropwise over a period of 35 min and the temperature was kept under 32° C. during the addition. The reaction mixture was heated to 50° C. and treated with 3-Nitrobenzoyl chloride (63.2 g, 0.34 mol). The reaction that ensued was exothermic and caused the internal reaction tempera... The reactants are [Al+3].[Cl-].[Cl-].[Cl-] (AlCl3), Hexanes ethylacetate, ice H2O, [N+](=O)([O-])C=1C=C(C(=O)Cl)C=CC1 (3-Nitrobenzoyl chloride), BrC1=CC=CC=C1 (bromobenzene). Yields the product BrC1=CC=C(C=C1)C(=O)C1=CC(=CC=C1)[N+](=O)[O-] ((4-Bromo-phenyl)-(3-nitro-phenyl)-methanone). The reactants are solution, [N+](CCCC)(CCCC)(CCCC)CCCC.[F-] ((n-Bu)4NF), [N+](CCCC)(CCCC)(CCCC)CCCC.[F-] ((n-Bu)4NF), C(=O)(O)[O-].[Na+] (NaHCO3), CC(=O)O (AcOH), solution, C(C1=CC=CC=C1)OC(=O)N1[C@H]([C@H]([C@@H]([C@H]1CO[Si](C)(C)C(C)(C)C)COCC1=CC=CC=C1)NC(=O)OC(C)(C)C)C1=CC=CC=C1 ((2S*,3S*,4S*,5S*)-1-benzyloxycarbonyl-4-benzyloxymethyl-3-[N-(t-butoxycarbonyl)amino]-5-(t-butyldimethylsilyloxy)methyl-2-phenylpyrrolidine). Solvent: C1CCOC1 (THF), C1CCOC1 (THF), C1CCOC1 (THF). Run at time 2 day. The product is C(C1=CC=CC=C1)OC(=O)N1[C@H]([C@H]([C@@H]([C@H]1CO)COCC1=CC=CC=C1)NC(=O)OC(C)(C)C)C1=CC=CC=C1 ((2S*,3S*,4S*,5S*)-1-Benzyloxycarbonyl-4-benzyloxymethyl-3-[N-(t-butoxycarbonyl)amino]-5-hydroxymethyl-2-phenylpyrrolidine). Isolated yield 119.4%. RXN SMILES: [CH2:1]([O:8][C:9]([N:11]1[C@H:15]([CH2:16][O:17][Si](C(C)(C)C)(C)C)[C@@H:14]([CH2:25][O:26][CH2:27][C:28]2[CH:33]=[CH:32][CH:31]=[CH:30][CH:29]=2)[C@H:13]([NH:34][C:35]([O:37][C:38]([CH3:41])([CH3:40])[CH3:39])=[O:36])[C@@H:12]1[C:42]1[CH:47]=[CH:46][CH:45]=[CH:44][CH:43]=1)=[O:10])[C:2]1[CH:7]=[CH:6][CH:5]=[CH:4][CH:3]=1.CC(O)=O.[N+](CCCC)(CCCC)(CCCC)CCCC.[F-].C([O-])(O)=O.[Na+]>C1COCC1>[CH2:1]([O:8][C:9]([N:11]1[C@H:15]([CH2:16][OH:17])[C@@H:14]([CH2:25][O:26][CH2:27][C:28]2[CH:29]=[CH:30][CH:31]=[CH:32][CH:33]=2)[C@H:13]([NH:34][C:35]([O:37][C:38]([CH3:40])([CH3:41])[CH3:39])=[O:36])[C@@H:12]1[C:42]1[CH:43]=[CH:44][CH:45]=[CH:46][CH:47]=1)=[O:10])[C:2]1[CH:7]=[CH:6][CH:5]=[CH:4][CH:3]=1 |f:2.3,4.5|. Reported procedure: To a stirred and ice-cooled solution of (2S*,3S*,4S*,5S*)-1-benzyloxycarbonyl-4-benzyloxymethyl-3-[N-(t-butoxycarbonyl)amino]-5-(t-butyldimethylsilyloxy)methyl-2-phenylpyrrolidine (14.5 g, ca.21.3 mmol) in dry THF (20 ml) was added a mixture of glacial AcOH (1.59 ml, d1.049, 27.7 mmol) and a 1.0M solution of (n-Bu)4NF in THF (Aldrich, 32.0 ml, 32.0 mmol) dropwise. After stirring at room temperature for 6 hours, a further amount of a 1.0M solution of (n-Bu)4NF in THF (15.0 ml, 15.0 mmol) was adde... The reactants are ClC1=CC=C(C=C1)C(C1=C(C=C(C=C1)N1N=C(C(NC1=O)=O)C#N)OC)C#N (2-[4-[(4-chlorophenyl)cyanomethyl]-3-methoxyphenyl]-2,3,4,5-tetrahydro-3,5-dioxo-1,2,4-triazine-6-carbonitrile), Cl (hydrochloric acid), C(C)(=O)O (acetic acid). Yields the product ClC1=CC=C(C=C1)C(C1=C(C=C(C=C1)N1N=C(C(NC1=O)=O)C(=O)O)OC)C#N (2-[4-[(4-chlorophenyl)cyanomethyl]-3-methoxyphenyl]-2,3,4,5-tetrahydro-3,5-dioxo-1,2,4-triazine-6-carboxylic acid). As a reaction SMILES: [Cl:1][C:2]1[CH:7]=[CH:6][C:5]([CH:8]([C:27]#[N:28])[C:9]2[CH:14]=[CH:13][C:12]([N:15]3[C:20](=[O:21])[NH:19][C:18](=[O:22])C(C#N)=[N:16]3)=[CH:11][C:10]=2[O:25][CH3:26])=[CH:4][CH:3]=1.Cl.[C:30]([OH:33])(=[O:32])[CH3:31]>>[Cl:1][C:2]1[CH:3]=[CH:4][C:5]([CH:8]([C:27]#[N:28])[C:9]2[CH:14]=[CH:13][C:12]([N:15]3[C:20](=[O:21])[NH:19][C:18](=[O:22])[C:31]([C:30]([OH:33])=[O:32])=[N:16]3)=[CH:11][C:10]=2[O:25][CH3:26])=[CH:6][CH:7]=1. Reported procedure: A mixture of 4 parts of 2-[4-[(4-chlorophenyl)cyanomethyl]-3-methoxyphenyl]-2,3,4,5-tetrahydro-3,5-dioxo-1,2,4-triazine-6-carbonitrile, 24 parts of concentrated hydrochloric acid and 40 parts of acetic acid is stirred and refluxed for 3 hours. The reaction mixture is evaporated in vacuo and the residue is stirred in water. The product is extracted with a mixture of trichloromethane and methanol (90:10 by volume). The extract is dried, filtered and evaporated, yielding 2-[4-[(4-chlorophenyl)cyano... Starting materials: COc1ccc(N2C(=O)OC(COc3ccc(C#N)cc3)C2C)cc1, O=CO. Product: COc1ccc(N2C(=O)OC(COc3ccc(C=O)cc3)C2C)cc1. As a reaction SMILES: [CH3:1][O:2][c:3]1[cH:4][cH:5][c:6]([N:9]2[C:10](=[O:25])[O:11][CH:12]([CH2:15][O:16][c:17]3[cH:18][cH:19][c:20]([C:21]#[N:22])[cH:23][cH:24]3)[CH:13]2[CH3:14])[cH:7][cH:8]1.[CH:26](=[O:27])[OH:28]>>[CH3:1][O:2][c:3]1[cH:4][cH:5][c:6]([N:9]2[C:10](=[O:25])[O:11][CH:12]([CH2:15][O:16][c:17]3[cH:18][cH:19][c:20]([CH:21]=[O:27])[cH:23][cH:24]3)[CH:13]2[CH3:14])[cH:7][cH:8]1. Starting materials: CSC1=NN=CC=2N1C=NC2 (4-(methylthio)-imidazo[1,5-d]-as-triazine), CN1CCNCC1 (N-methylpiperazine). Run in C1(=CC=CC=C1)C (toluene). Product: CN1CCN(CC1)C1=NN=CC=2N1C=NC2 (4-(4-Methyl-1-piperazinyl)-imidazo[1,5-d]-as-triazine). RXN SMILES: CS[C:3]1[N:8]2[CH:9]=[N:10][CH:11]=[C:7]2[CH:6]=[N:5][N:4]=1.[CH3:12][N:13]1[CH2:18][CH2:17][NH:16][CH2:15][CH2:14]1>C1(C)C=CC=CC=1>[CH3:12][N:13]1[CH2:18][CH2:17][N:16]([C:3]2[N:8]3[CH:9]=[N:10][CH:11]=[C:7]3[CH:6]=[N:5][N:4]=2)[CH2:15][CH2:14]1. Procedure details: A mixture of 0.83 gm. of 4-(methylthio)-imidazo[1,5-d]-as-triazine, 5.0 gm. of N-methylpiperazine and 8 ml. of toluene is reacted as described in Example 40 giving the desired product, m.p. 163°-166° C. Reactants: C(#N)C1=CC=C(C=C1)N(C(C(F)(F)F)=O)C1=C2CCC3C(O3)C2=CC=C1 (N-(4-cyanophenyl)-2,2,2-trifluoro-N-(1a,2,3,7b-tetrahydronaphth[1,2-b]oxiren-4-yl)acetamide), B(F)(F)F.CCOCC (BF3.Et2O), C(=O)(O)[O-].[Na+] (NaHCO3), B(F)(F)F.CCOCC (BF3.Et2O). The solvent is C(C)OCC (diethyl ether), C(Cl)Cl (methylene chloride). Product: C(#N)C1=CC=C(C=C1)N(C(C(F)(F)F)=O)C1=CC=CC=2CC(CCC12)=O (N-(4-cyanophenyl)-2,2,2-trifluoro-N-(5,6,7,8-tetrahydro-6-oxo-1-naphthyl)acetamide). Isolated yield 41.9%. As a reaction SMILES: [C:1]([C:3]1[CH:8]=[CH:7][C:6]([N:9]([C:16]2[CH:26]=[CH:25][CH:24]=[C:23]3[C:17]=2[CH2:18][CH2:19][CH:20]2[O:22][CH:21]23)[C:10](=[O:15])[C:11]([F:14])([F:13])[F:12])=[CH:5][CH:4]=1)#[N:2].B(F)(F)F.CCOCC.C([O-])(O)=O.[Na+]>C(OCC)C.C(Cl)Cl>[C:1]([C:3]1[CH:8]=[CH:7][C:6]([N:9]([C:16]2[C:17]3[CH2:18][CH2:19][C:20](=[O:22])[CH2:21][C:23]=3[CH:24]=[CH:25][CH:26]=2)[C:10](=[O:15])[C:11]([F:12])([F:14])[F:13])=[CH:5][CH:4]=1)#[N:2] |f:1.2,3.4|. Reported procedure: A solution of N-(4-cyanophenyl)-2,2,2-trifluoro-N-(1a,2,3,7b-tetrahydronaphth[1,2-b]oxiren-4-yl)acetamide (2.8 g, 7.8 mmol) in diethyl ether (80 ml) was treated with BF3.Et2O (2.0 ml, 16 mmol) and the resulting suspension was stirred at room temperature. The suspension was diluted with methylene chloride after 1 and 3 hours (80 and 40 ml) and additional BF3.Et2O (2×1.0 ml, 16 mmol) was added at 2 and 4 hour intervals. The reaction mixture was stirred overnight, then saturated NaHCO3 solution (70... The reactants are O=[N+]([O-])c1cc(Cl)ccc1Br, CC(C)c1ccc(O)cc1, [K+], [K+], O=C([O-])[O-], CN(C)C=O, O. The product is CC(C)c1ccc(Oc2ccc(Cl)cc2[N+](=O)[O-])cc1. Reaction SMILES: [Br:1][c:2]1[c:3]([N+:9](=[O:10])[O-:11])[cH:4][c:5]([Cl:8])[cH:6][cH:7]1.[CH:12]([CH3:13])([CH3:14])[c:15]1[cH:16][cH:17][c:18]([OH:21])[cH:19][cH:20]1.[K+:22].[K+:23].[O-:24][C:25]([O-:26])=[O:27].[O:29]=[CH:30][N:31]([CH3:32])[CH3:33].[OH2:28]>>[c:2]1([O:21][c:18]2[cH:17][cH:16][c:15]([CH:12]([CH3:13])[CH3:14])[cH:20][cH:19]2)[c:3]([N+:9](=[O:10])[O-:11])[cH:4][c:5]([Cl:8])[cH:6][cH:7]1. Starting materials: O (Water), Cl.C(CCCC)C=1SC2=C(N1)C=CC=C2 (2-Pentylbenzothiazole hydrochloride), FC(S(=O)(=O)O)(F)F (trifluoromethanesulfonic acid), [N+](=O)(O)[O-] (nitric acid). The solvent is C(Cl)Cl (methylene chloride). Reaction conditions: temperature 0 celsius, time 1 hour. The product is C(CCCC)C=1SC2=C(N1)C=CC(=C2)[N+](=O)[O-] (2-pentyl-6-nitrobenzothiazole). As a reaction SMILES: Cl.[CH2:2]([C:7]1[S:8][C:9]2[CH:15]=[CH:14][CH:13]=[CH:12][C:10]=2[N:11]=1)[CH2:3][CH2:4][CH2:5][CH3:6].FC(F)(F)S(O)(=O)=O.[N+:24]([O-])([OH:26])=[O:25].O>C(Cl)Cl>[CH2:2]([C:7]1[S:8][C:9]2[CH:15]=[C:14]([N+:24]([O-:26])=[O:25])[CH:13]=[CH:12][C:10]=2[N:11]=1)[CH2:3][CH2:4][CH2:5][CH3:6] |f:0.1|. Reported procedure: 2-Pentylbenzothiazole hydrochloride (20.5 g, 0.084 mol) is added, at 0° C., to trifluoromethanesulfonic acid (44.6 ml 0.504 mol) and 100% nitric acid (10.6 ml, 0.215 mol) in methylene chloride (270 ml), and the mixture is stirred at 0° C. for 1.5 hours and at room temperature for one hour. Water (150 ml) is added dropwise and the phases are separated. The organic phase is washed with 0.5M NaHCO3 and with water. The resulting solution is dried, filtered and concentrated. The solid obtained is rec...